From a dataset of the Open Reaction Database (ORD), a public repository of structured organic reaction records. describe an organic reaction: reactants, conditions, products, and yield Reactants: CCOC1CCC(N2CCC(N)CC2)CC1, CO, CN(C)C=O, CCN(C(C)C)C(C)C, Cl, Cl, COc1ccc([N+](=O)[O-])c(F)c1. Product: CCOC1CCC(N2CCC(Nc3cc(OC)ccc3[N+](=O)[O-])CC2)CC1. RXN SMILES: [CH2:24]([CH3:25])[O:26][CH:27]1[CH2:28][CH2:29][CH:30]([N:33]2[CH2:34][CH2:35][CH:36]([NH2:39])[CH2:37][CH2:38]2)[CH2:31][CH2:32]1.[CH3:40][OH:41].[CH3:42][N:43]([CH3:44])[CH:45]=[O:46].[CH:13]([N:14]([CH:15]([CH3:16])[CH3:17])[CH2:18][CH3:19])([CH3:20])[CH3:21].[ClH:22].[ClH:23].[F:1][c:2]1[cH:3][c:4]([O:11][CH3:12])[cH:5][cH:6][c:7]1[N+:8](=[O:9])[O-:10]>>[c:2]1([NH:39][CH:36]2[CH2:35][CH2:34][N:33]([CH:30]3[CH2:29][CH2:28][CH:27]([O:26][CH2:24][CH3:25])[CH2:32][CH2:31]3)[CH2:38][CH2:37]2)[cH:3][c:4]([O:11][CH3:12])[cH:5][cH:6][c:7]1[N+:8](=[O:9])[O-:10]. The reactants are CCOC(=O)c1c[nH]c2c(Cl)ncnc12, [Na+], O=C([O-])O, C1COCCO1, c1cn[nH]c1. Product: CCOC(=O)c1c[nH]c2c(-n3cccn3)ncnc12. RXN SMILES: [CH2:1]([CH3:2])[O:3][C:4](=[O:5])[c:6]1[cH:7][nH:8][c:9]2[c:10]1[n:11][cH:12][n:13][c:14]2[Cl:15].[Na+:25].[O-:21][C:22]([OH:23])=[O:24].[O:26]1[CH2:27][CH2:28][O:29][CH2:30][CH2:31]1.[nH:16]1[n:17][cH:18][cH:19][cH:20]1>>[CH2:1]([CH3:2])[O:3][C:4](=[O:5])[c:6]1[cH:7][nH:8][c:9]2[c:10]1[n:11][cH:12][n:13][c:14]2-[n:16]1[n:17][cH:18][cH:19][cH:20]1. Reactants: C(C)(C)(C)OC(=O)N1CC(CC1)C1=CC=C(C=C1)C=1C=C2C(=CNC2=CC1Cl)C(=O)O (5-{4-[1-(tert-butoxycarbonyl)pyrrolidin-3-yl]phenyl}-6-chloro-1H-indole-3-carboxylic acid), C(=O)(C(F)(F)F)O (TFA). The solvent is ClCCl (dichloromethane). Run at time 45 minute. The product is ClC1=C(C=C2C(=CNC2=C1)C(=O)O)C1=CC=C(C=C1)C1CNCC1 (6-chloro-5-[4-(pyrrolidin-3-yl)phenyl]-1H-indole-3-carboxylic acid). Isolated yield 129.1%. As a reaction SMILES: C(OC([N:8]1[CH2:12][CH2:11][CH:10]([C:13]2[CH:18]=[CH:17][C:16]([C:19]3[CH:20]=[C:21]4[C:25](=[CH:26][C:27]=3[Cl:28])[NH:24][CH:23]=[C:22]4[C:29]([OH:31])=[O:30])=[CH:15][CH:14]=2)[CH2:9]1)=O)(C)(C)C.C(O)(C(F)(F)F)=O>ClCCl>[Cl:28][C:27]1[CH:26]=[C:25]2[C:21]([C:22]([C:29]([OH:31])=[O:30])=[CH:23][NH:24]2)=[CH:20][C:19]=1[C:16]1[CH:15]=[CH:14][C:13]([CH:10]2[CH2:11][CH2:12][NH:8][CH2:9]2)=[CH:18][CH:17]=1. Reported procedure: To a mixture of 5-{4-[1-(tert-butoxycarbonyl)pyrrolidin-3-yl]phenyl}-6-chloro-1H-indole-3-carboxylic acid (15 mg, 0.0341 mmol) in dichloromethane (2 mL) was added TFA (0.213 g, 1.87 mmol) and the resulting mixture was stirred for 45 min at room temperature. The reaction mixture was concentrated in vacuo to give 6-chloro-5-[4-(pyrrolidin-3-yl)phenyl]-1H-indole-3-carboxylic acid (15 mg) as an off-white solid. MS (ES+) 341.0 (M+H)+. 1H NMR (400 MHz, DMSO-d6) δ 11.99 (br, 1H), 8.92 (br, 1H), 8.09 (d... Reactants: ClC1=NC(=C(C(=C1[N+](=O)[O-])Cl)C)C (2,4-Dichloro-5,6-dimethyl-3-nitropyridine), CN(C=O)C (N,N-dimethylformamide), O(C1=CC=CC=C1)CCN (2-phenoxyethylamine). Run in C(C)N(CC)CC (triethylamine). Run at temperature 55 celsius. Product: ClC1=NC(=C(C(=C1[N+](=O)[O-])NCCOC1=CC=CC=C1)C)C (2-chloro-5,6-dimethyl-3-nitro-N-(2-phenoxyethyl)pyridin-4-amine). As a reaction SMILES: [Cl:1][C:2]1[C:7]([N+:8]([O-:10])=[O:9])=[C:6](Cl)[C:5]([CH3:12])=[C:4]([CH3:13])[N:3]=1.CN(C)C=O.[O:19]([CH2:26][CH2:27][NH2:28])[C:20]1[CH:25]=[CH:24][CH:23]=[CH:22][CH:21]=1>C(N(CC)CC)C>[Cl:1][C:2]1[C:7]([N+:8]([O-:10])=[O:9])=[C:6]([NH:28][CH2:27][CH2:26][O:19][C:20]2[CH:25]=[CH:24][CH:23]=[CH:22][CH:21]=2)[C:5]([CH3:12])=[C:4]([CH3:13])[N:3]=1. Reported procedure: 2,4-Dichloro-5,6-dimethyl-3-nitropyridine (1.00 g), anhydrous N,N-dimethylformamide (5 ml), triethylamine (0.63 ml), and 2-phenoxyethylamine (0.59 ml) were combined and the resulting mixture was heated to 55° C. for 24 hours. Thin layer chromatography (TLC) monitoring of the reaction indicated that it was complete. The solvent was removed under reduced pressure and the remaining oil was dissolved in dichloromethane (DCM) and washed once with water. Following 2 additional extractions with DCM, th...